This data is from the Open Reaction Database (ORD), a public repository of structured organic reaction records. The task is: describe an organic reaction: reactants, conditions, products, and yield The yield is 96.5%. As a reaction SMILES: [CH3:1][C:2]1[O:6][N:5]=[C:4]([C:7]2[CH:12]=[CH:11][C:10]([NH:13][CH2:14][C:15]([O-:17])=[O:16])=[CH:9][CH:8]=2)[N:3]=1.[OH-].[Na+].Cl>O>[CH3:1][C:2]1[O:6][N:5]=[C:4]([C:7]2[CH:8]=[CH:9][C:10]([NH:13][CH2:14][C:15]([OH:17])=[O:16])=[CH:11][CH:12]=2)[N:3]=1 |f:1.2|. Product: CC1=NC(=NO1)C1=CC=C(C=C1)NCC(=O)O (N-[4-(5-methyl-1,2,4-oxadiazol-3-yl)-phenyl]-glycine). Solvent: O (water). Starting materials: CC1=NC(=NO1)C1=CC=C(C=C1)NCC(=O)[O-] (N-[4-(5-methyl-1,2,4-oxadiazol-3-yl)-phenyl]-glycinate), 5, [OH-].[Na+] (sodium hydroxide), Cl (hydrochloric acid). Reaction conditions: time 18 hour. Procedure details: Into a 250 ml round-bottomed flask 55.0 g (19.1 millimoles) of N-[4-(5-methyl-1,2,4-oxadiazol-3-yl)-phenyl]-glycinate (13, R is methyl) and 100 ml of a 5 vol % sodium hydroxide solution (125 millimoles) are weighed in. The suspension obtained is stirred at room temperature for 16-20 hours. The solution obtained is cooled and the pH is adjusted to 5 with a 1:1 diluted mixture of concentrated hydrochloric acid and water. The precipitate is filtered, washed with water and dried in vacuo to constant... Starting materials: N[C@H](CO)CC1=CC=CC=C1 ((S)-2-amino-3-phenylpropan-1-ol), C(C1=CC=CC=C1)OC1=C2C=C(N(C2=CC=C1)C)C(=O)Cl (4-benzyloxy-1-methyl-1H-indole-2-carbonyl chloride). Yields the product C(C1=CC=CC=C1)[C@@H](CO)NC(=O)C=1N(C2=CC=CC(=C2C1)OCC1=CC=CC=C1)C ((S)-N-[1-benzyl-2-hydroxyethyl]-4-(benzyloxy)-1-methyl-1H-indole-2-carboxamide). RXN SMILES: [NH2:1][C@@H:2]([CH2:5][C:6]1[CH:11]=[CH:10][CH:9]=[CH:8][CH:7]=1)[CH2:3][OH:4].[CH2:12]([O:19][C:20]1[CH:28]=[CH:27][CH:26]=[C:25]2[C:21]=1[CH:22]=[C:23]([C:30](Cl)=[O:31])[N:24]2[CH3:29])[C:13]1[CH:18]=[CH:17][CH:16]=[CH:15][CH:14]=1>>[CH2:5]([C@H:2]([NH:1][C:30]([C:23]1[N:24]([CH3:29])[C:25]2[C:21]([CH:22]=1)=[C:20]([O:19][CH2:12][C:13]1[CH:18]=[CH:17][CH:16]=[CH:15][CH:14]=1)[CH:28]=[CH:27][CH:26]=2)=[O:31])[CH2:3][OH:4])[C:6]1[CH:11]=[CH:10][CH:9]=[CH:8][CH:7]=1. Procedure details: From (S)-2-amino-3-phenylpropan-1-ol and 4-benzyloxy-1-methyl-1H-indole-2-carbonyl chloride the intermediate compound (S)-N-[1-benzyl-2-hydroxyethyl]-4-(benzyloxy)-1-methyl-1H-indole-2-carboxamide was prepared by a method analogous to that described in Example 23. Starting materials: CCCCCN, Nc1ncc(Cc2ccccc2)c(Cl)n1, C1COCCO1. The product is CCCCCNc1nc(N)ncc1Cc1ccccc1. As a reaction SMILES: [CH2:16]([CH2:17][CH2:18][CH2:19][CH3:20])[NH2:21].[CH2:1]([c:2]1[cH:3][cH:4][cH:5][cH:6][cH:7]1)[c:8]1[c:9]([Cl:15])[n:10][c:11]([NH2:14])[n:12][cH:13]1.[O:22]1[CH2:23][CH2:24][O:25][CH2:26][CH2:27]1>>[CH2:1]([c:2]1[cH:3][cH:4][cH:5][cH:6][cH:7]1)[c:8]1[c:9]([NH:21][CH2:16][CH2:17][CH2:18][CH2:19][CH3:20])[n:10][c:11]([NH2:14])[n:12][cH:13]1. Starting materials: C(C=C)N(C(C(F)(F)F)=O)C(CC1=C(C=CC(=C1)OC)I)C (N-allyl,N-trifluoroacetyl-1-(2-iodo-5-methoxyphenyl)-2-propylamine), CC(=O)[O-].[K+] (KOAc), C1=CC=C(C=C1)P(C2=CC=CC=C2)C3=CC=CC=C3 (PPh3). Reagents/catalysts: [N+](CCCC)(CCCC)(CCCC)CCCC.[Br-] (n-Bu4NBr), CC(=O)[O-].CC(=O)[O-].[Pd+2] (Pd(OAc)2). Run in CN(C=O)C (dimethylformamide). Conditions: time 8 hour. The product is FC(C(=O)N1C(CC2=C(C(C1)=C)C=CC(=C2)OC)C)(F)F (N-Trifluoroacetyl-7-methoxy-4-methyl-1-methylene-2,3,4,5-tetrahydro-1H-3-benzazepine). Yield: 43.0%. As a reaction SMILES: [CH2:1]([N:4]([CH:11]([CH3:22])[CH2:12][C:13]1[CH:18]=[C:17]([O:19][CH3:20])[CH:16]=[CH:15][C:14]=1I)[C:5](=[O:10])[C:6]([F:9])([F:8])[F:7])[CH:2]=[CH2:3].CC([O-])=O.[K+].C1C=CC(P(C2C=CC=CC=2)C2C=CC=CC=2)=CC=1>CN(C)C=O.[N+](CCCC)(CCCC)(CCCC)CCCC.[Br-].CC([O-])=O.CC([O-])=O.[Pd+2]>[F:7][C:6]([F:9])([F:8])[C:5]([N:4]1[CH2:1][C:2](=[CH2:3])[C:14]2[CH:15]=[CH:16][C:17]([O:19][CH3:20])=[CH:18][C:13]=2[CH2:12][CH:11]1[CH3:22])=[O:10] |f:1.2,5.6,7.8.9|. Reported procedure: A solution of N-allyl,N-trifluoroacetyl-1-(2-iodo-5-methoxyphenyl)-2-propylamine (4.45 g, 10.8 mmol) in dimethylformamide (120 mL) was treated with KOAc (3.17 g, 32.3 mmol), n-Bu4NBr (3.47 g, 10.8 mmol), PPh3 (0.283 g, 1.08 mmol), Pd(OAc)2 (0.242 g, 1.08 mmol) and stirred overnight at 80 C. The product mixture was cooled to 20 C, filtered, diluted with water (200 mL), extracted with ether (3×200 mL), the combined organic phases washed with water (100 mL), brine (100 mL), dried with Na2SO4 and co... Reactants: Cl (hydrochloric acid), N1=C(CC(=O)OCC)C=CC2=CC=CC=C12 (ethyl quinaldinate), C(C)(=O)OCC (ethyl acetate), [O-]CC.[Na+] (sodium ethoxide). Run in C1(=CC=CC=C1)C (toluene). Yields the product C(C)OC(=O)CC(=O)C1=NC2=CC=CC=C2C=C1 (2-ethoxycarbonylmethylcarbonylquinoline). Isolated yield 46.2%. As a reaction SMILES: [N:1]1[C:16]2[C:11](=[CH:12][CH:13]=[CH:14][CH:15]=2)[CH:10]=[CH:9][C:2]=1[CH2:3][C:4](OCC)=O.[C:17]([O:20][CH2:21][CH3:22])(=[O:19])C.[O-:23]CC.[Na+].Cl>C1(C)C=CC=CC=1>[CH2:21]([O:20][C:17]([CH2:4][C:3]([C:2]1[CH:9]=[CH:10][C:11]2[C:16](=[CH:15][CH:14]=[CH:13][CH:12]=2)[N:1]=1)=[O:23])=[O:19])[CH3:22] |f:2.3|. Procedure: A mixture of ethyl quinaldinate (58.0 g, 0.288 mol), ethyl acetate (42.6 mL, 0.432 mol), and sodium ethoxide (29.4 g, 0.432 mol) in toluene (1 L) was heated at reflux temperature for 2 h. The mixture was neutralized by addition of diluted hydrochloric acid and extracted with ethyl acetate. The organic layer was washed with water and brine, dried over magnesium sulfate, and concentrated. The residue was purified with silica gel column chromatography with 15:1 to 3:1 hexane/ethyl acetate to give 3... The reactants are [Na] (sodium), ClC1=C2C(=CC=NC2=C(C=C1OC)[N+](=O)[O-])C (5-chloro-6-methoxy-4-methyl-8-nitroquinoline), N1=CC=CC=C1 (pyridine), CO (methanol). Product: COC1=C2C(=CC=NC2=C(C=C1OC)[N+](=O)[O-])C (5,6-dimethoxy-4-methyl-8-nitroquinoline). RXN SMILES: [Na].Cl[C:3]1[C:12]([O:13][CH3:14])=[CH:11][C:10]([N+:15]([O-:17])=[O:16])=[C:9]2[C:4]=1[C:5]([CH3:18])=[CH:6][CH:7]=[N:8]2.N1C=CC=CC=1.[CH3:25][OH:26]>>[CH3:25][O:26][C:3]1[C:12]([O:13][CH3:14])=[CH:11][C:10]([N+:15]([O-:17])=[O:16])=[C:9]2[C:4]=1[C:5]([CH3:18])=[CH:6][CH:7]=[N:8]2 |^1:0|. Procedure: To a solution of sodium metal (4.8 g, 0.2 g. atom) in methanol (300 ml) were added 50.6 g (0.2 mole) of 5-chloro-6-methoxy-4-methyl-8-nitroquinoline and 70 ml of pyridine. The mixture was stirred under reflux for 48 hr, treated with carbon and filtered hot. The residue was washed with hot methanol and the filtrate and washings were combined (total, 600 ml). On standing, 15 g of 5,6-dimethoxy-4-methyl-8-nitroquinoline, separated, mp 120°-124°. The filtrate was concentrated to 200 ml and cooled ov... As a reaction SMILES: [C:1]([CH3:2])([CH3:3])([CH3:4])[O:5][C:6](=[O:7])[NH:8][CH:9]([CH2:10][OH:11])[CH2:12][c:13]1[cH:14][cH:15][cH:16][cH:17][cH:18]1.[CH2:50]1[O:51][CH2:52][CH2:53][CH2:54]1.[O:38]=[C:39]([O:40][CH2:41][CH3:42])[N:43]=[N:44][C:45]([O:46][CH2:47][CH3:48])=[O:49].[c:19]1([P:20]([c:21]2[cH:22][cH:23][cH:24][cH:25][cH:26]2)[c:27]2[cH:28][cH:29][cH:30][cH:31][cH:32]2)[cH:33][cH:34][cH:35][cH:36][cH:37]1>>[C:1]([CH3:2])([CH3:3])([CH3:4])[O:5][C:6](=[O:7])[N:8]1[CH:9]([CH2:12][c:13]2[cH:14][cH:15][cH:16][cH:17][cH:18]2)[CH2:10]1. Product: CC(C)(C)OC(=O)N1CC1Cc1ccccc1. The reactants are CC(C)(C)OC(=O)NC(CO)Cc1ccccc1, C1CCOC1, CCOC(=O)N=NC(=O)OCC, c1ccc(P(c2ccccc2)c2ccccc2)cc1.